describe an organic reaction: reactants, conditions, products, and yield From a dataset of the Open Reaction Database (ORD), a public repository of structured organic reaction records. The reactants are FC1=C(CSC2=C(C=CC=C2)CC(=O)OC)C=C(C=C1)F (methyl [2-(2,5-difluorobenzylthio)phenyl]acetate), COC(N(C)C)OC (dimethylformamide dimethylacetal), S(=O)(=O)([O-])C1=CC=C(C)C=C1.[NH+]1=CC=CC=C1 (pyridinium tosylate). Solvent: CO (methanol). The product is CN(C=C(C(=O)OC)C1=C(C=CC=C1)SCC1=C(C=CC(=C1)F)F)C (methyl 3-dimethylamino-2-[2-(2,5-difluorobenzylthio)phenyl]prop-2-enoate), compound 1A. As a reaction SMILES: [F:1][C:2]1[CH:20]=[CH:19][C:18]([F:21])=[CH:17][C:3]=1[CH2:4][S:5][C:6]1[CH:11]=[CH:10][CH:9]=[CH:8][C:7]=1[CH2:12][C:13]([O:15][CH3:16])=[O:14].CO[CH:24](OC)[N:25]([CH3:27])[CH3:26].S(C1C=CC(C)=CC=1)([O-])(=O)=O.[NH+]1C=CC=CC=1>CO>[CH3:24][N:25]([CH3:27])[CH:26]=[C:12]([C:7]1[CH:8]=[CH:9][CH:10]=[CH:11][C:6]=1[S:5][CH2:4][C:3]1[CH:17]=[C:18]([F:21])[CH:19]=[CH:20][C:2]=1[F:1])[C:13]([O:15][CH3:16])=[O:14] |f:2.3|. Reported procedure: A mixture of methyl [2-(2,5-difluorobenzylthio)phenyl]acetate, (15.6 g), dimethylformamide dimethylacetal (23 ml) and pyridinium tosylate (0.2 g) was heated on an oil bath at 140° with distillation of methanol for 4 hours. Excess dimethylformamide dimethylacetal was evaporated under reduced pressure and the residue purified by silica gel column chromatography to give an oil which was recrystallised from diisopropyl ether to give methyl 3-dimethylamino-2-[2-(2,5-difluorobenzylthio)phenyl]prop-2-e... Starting materials: CC(=CCCC(C)=CCCC(C)=CC=C(C(C)C)C(C#N)O[Si](C)(C)C)CCl, Cl, C1CCOC1. The product is CC(=CCCC(C)=CCCC(C)=CC=C(C(C)C)C(O)C#N)CCl. Reaction SMILES: [Cl:1][CH2:2][C:3](=[CH:4][CH2:5][CH2:6][C:7](=[CH:8][CH2:9][CH2:10][C:11](=[CH:12][CH:13]=[C:14]([CH:15]([C:16]#[N:17])[O:18][Si:19]([CH3:20])([CH3:21])[CH3:22])[CH:23]([CH3:24])[CH3:25])[CH3:26])[CH3:27])[CH3:28].[ClH:29].[O:30]1[CH2:31][CH2:32][CH2:33][CH2:34]1>>[Cl:1][CH2:2][C:3](=[CH:4][CH2:5][CH2:6][C:7](=[CH:8][CH2:9][CH2:10][C:11](=[CH:12][CH:13]=[C:14]([CH:15]([C:16]#[N:17])[OH:18])[CH:23]([CH3:24])[CH3:25])[CH3:26])[CH3:27])[CH3:28]. Starting materials: C(C)(C)(C)OC(NCC1=NC=C(C2=CC(=CC(=C12)OC)OC)C(N(C(C)C1=CC=CC=C1)C)=O)=O ({6,8-dimethoxy-4-[methyl-(1-phenyl-ethyl)-carbamoyl]-isoquinolin-1-ylmethyl}-carbamic acid tert-butyl ester), Cl (HCl). The solvent is CCOC(=O)C (EtOAc). The product is Cl.CN(C(=O)C1=CN=C(C2=C(C=C(C=C12)OC)OC)CN)C(C)C1=CC=CC=C1 (1-aminomethyl-6,8-dimethoxy-isoquinoline-4-carboxylic acid methyl-(1-phenyl-ethyl)-amide hydrochloride). Yield: 97.0%. As a reaction SMILES: C(OC(=O)[NH:7][CH2:8][C:9]1[C:18]2[C:13](=[CH:14][C:15]([O:21][CH3:22])=[CH:16][C:17]=2[O:19][CH3:20])[C:12]([C:23](=[O:34])[N:24]([CH3:33])[CH:25]([C:27]2[CH:32]=[CH:31][CH:30]=[CH:29][CH:28]=2)[CH3:26])=[CH:11][N:10]=1)(C)(C)C.[ClH:36]>CCOC(C)=O>[ClH:36].[CH3:33][N:24]([CH:25]([C:27]1[CH:32]=[CH:31][CH:30]=[CH:29][CH:28]=1)[CH3:26])[C:23]([C:12]1[C:13]2[C:18](=[C:17]([O:19][CH3:20])[CH:16]=[C:15]([O:21][CH3:22])[CH:14]=2)[C:9]([CH2:8][NH2:7])=[N:10][CH:11]=1)=[O:34] |f:3.4|. Procedure: As described in example 1, 112 mg of {6,8-dimethoxy-4-[methyl-(1-phenyl-ethyl)-carbamoyl]-isoquinolin-1-ylmethyl}-carbamic acid tert-butyl ester was treated with HCl in EtOAc to give 86 mg (97%) of 1-aminomethyl-6,8-dimethoxy-isoquinoline-4-carboxylic acid methyl-(1-phenyl-ethyl)-amide hydrochloride. MS: APCI (M+H) calc'd for C22H25N3O3+H 380.5; found 380.2. Starting materials: BrCC(=O)Br (bromoacetyl bromide), ice water, [N+](=O)([O-])C1=CC=C(N)C=C1 (4-nitroaniline), CN(C)C=O (DMF), BrCC(=O)Br (Bromoacetyl bromide). Run in O1CCOCC1 (dioxane). Conditions: temperature 0 celsius, time 8 hour. Product: BrCC(=O)NC1=CC=C(C=C1)[N+](=O)[O-] (4-((Bromoacetyl)amino)-1-nitrobenzene). The yield is 90.2%. Reaction SMILES: [N+:1]([C:4]1[CH:10]=[CH:9][C:7]([NH2:8])=[CH:6][CH:5]=1)([O-:3])=[O:2].CN(C=O)C.[Br:16][CH2:17][C:18](Br)=[O:19]>O1CCOCC1>[Br:16][CH2:17][C:18]([NH:8][C:7]1[CH:9]=[CH:10][C:4]([N+:1]([O-:3])=[O:2])=[CH:5][CH:6]=1)=[O:19]. Reported procedure: A solution of 4-nitroaniline (10.0 g, 72.4 mmol) in a mixture of anhydrous DMF (30 mL) and anhydrous dioxane (30 mL) in a 250 mL 3-necked round-bottomed flask equipped with a constant addition funnel (60 mL) was cooled to 0° C. using an ice-bath. Bromoacetyl bromide (14.60 g, 6.35 mL, 72.4 mmol) was added dropwise, keeping the internal temperature between 0° and 5° C. over a 1/2 h period. After the addition of the bromoacetyl bromide was completed, the solution was warmed to rt, stirred overnigh... Reactants: Cl[O-].[Na+] (Sodium hypochlorite), [OH-].[Na+] (sodium hydroxide), C1=CC(=CC=C1NC(=O)NC2=CC=C(C=C2)Cl)Cl (4,4'-dichlorocarbanilide). Run in O (water), CO (methanol). Run at time 5 hour. Product: ClC=1C=CC2=C(N(C(N2)=O)C2=CC=C(C=C2)Cl)C1 (6-Chloro-1-(4-chlorophenyl)-2-benzimidazolinone). As a reaction SMILES: [OH-].[Na+].[CH:3]1[C:8]([NH:9][C:10]([NH:12][C:13]2[CH:18]=[CH:17][C:16]([Cl:19])=[CH:15][CH:14]=2)=[O:11])=[CH:7][CH:6]=[C:5]([Cl:20])[CH:4]=1.Cl[O-].[Na+]>O.CO>[Cl:20][C:5]1[CH:4]=[CH:3][C:8]2[NH:9][C:10](=[O:11])[N:12]([C:13]3[CH:18]=[CH:17][C:16]([Cl:19])=[CH:15][CH:14]=3)[C:7]=2[CH:6]=1 |f:0.1,3.4|. Procedure: A solution of sodium hydroxide (4 grams (g)) in water (15 milliliters (ml)) was added to a solution of 4,4'-dichlorocarbanilide (14.1 g, 0.05 mole) in methanol (300 ml). Sodium hypochlorite solution (100 ml, 1 N in 0.1 molar sodium hydroxide) was then added dropwise over 30 minutes to the vigorously stirred reaction mixture, maintaining the temperature below 35° C. by means of an ice bath. Stirring was continued at room temperature for 5 hours after which the small amount of solid present was re... Starting materials: C(C)(=O)N1CCCC2=C(C(=C(C=C12)C)CC#N)C (1-Acetyl-6-cyanomethyl-5,7-dimethyl-1,2,3,4-tetrahydroquinoline), [OH-].[Na+] (NaOH). Run in C(C)O (ethanol), O (water). Conditions: temperature 40 celsius, time 10 hour. Yields the product C(CCCCCCC)N1CCCC2=C(C(=C(C=C12)C)CC(N)=O)C (1-octyl-6-carbamoylmethyl-5,7-dimethyl-1,2,3,4-tetrahydroquinoline). Isolated yield 32.6%. RXN SMILES: [C:1]([N:4]1[C:13]2[C:8](=[C:9]([CH3:18])[C:10]([CH2:15][C:16]#[N:17])=[C:11]([CH3:14])[CH:12]=2)[CH2:7][CH2:6][CH2:5]1)(=O)[CH3:2].[OH-:19].[Na+]>C(O)C.O>[CH2:1]([N:4]1[C:13]2[C:8](=[C:9]([CH3:18])[C:10]([CH2:15][C:16](=[O:19])[NH2:17])=[C:11]([CH3:14])[CH:12]=2)[CH2:7][CH2:6][CH2:5]1)[CH2:2][CH2:5][CH2:6][CH2:7][CH2:8][CH2:9][CH3:10] |f:1.2|. Procedure: 1-Acetyl-6-cyanomethyl-5,7-dimethyl-1,2,3,4-tetrahydroquinoline (2.7 g) was dissolved in ethanol (30 ml), and a solution of NaOH (4.4 g) in water (10 ml) was added, which was followed by refluxing for 10 hr under nitrogen. The solvent was evaporated under reduced pressure, and the residue was extracted with chloroform (100 ml). After washing with water, the chloroform layer was dried over anhydrous sodium sulfate. The solvent was evaporated under reduced pressure. The obtained 6-carbamoylmethyl-... Reactants: COCCn1c(N2CCCN(C(=O)OC(C)(C)C)CC2)nc2ccccc21, CCO, CCOCC, I. Product: I, COCCn1c(N2CCCNCC2)nc2ccccc21. Reaction SMILES: [C:1]([O:2][C:3](=[O:4])[N:8]1[CH2:9][CH2:10][N:11]([c:15]2[n:16][c:17]3[c:18]([n:19]2[CH2:20][CH2:21][O:22][CH3:23])[cH:24][cH:25][cH:26][cH:27]3)[CH2:12][CH2:13][CH2:14]1)([CH3:5])([CH3:6])[CH3:7].[CH3:29][CH2:30][OH:31].[CH3:32][CH2:33][O:34][CH2:35][CH3:36].[IH:28]>>[IH:28].[NH:8]1[CH2:9][CH2:10][N:11]([c:15]2[n:16][c:17]3[c:18]([n:19]2[CH2:20][CH2:21][O:22][CH3:23])[cH:24][cH:25][cH:26][cH:27]3)[CH2:12][CH2:13][CH2:14]1. The product is C1(C=2C(C(N1)=O)=CC=CC2)=O (phthalimide). Procedure details: 70% Sodium hydride (827 mg) was suspended in dimethylformamide (20 ml), a solution of 4-(3-pyridinyl)-1H-imidazole (3.0 g) obtained by the method described in the publication (International Patent Publication WO00/02875) in dimethylformamide (10 ml) was added to the suspension under ice cooling, and the resulting mixture was stirred at the same temperature for 5 minutes. A solution of N-(4-bromobutyl)phthalimide (5.84 g) in dimethylformamide (10 ml) was added to the reaction mixture, and the res... Run at time 5 minute. Run in CN(C=O)C (dimethylformamide), CN(C=O)C (dimethylformamide). Yield: 103.8%. The reactants are O (water), BrCCCCN1C(C=2C(C1=O)=CC=CC2)=O (N-(4-bromobutyl)phthalimide). RXN SMILES: BrCCCC[N:6]1[C:10](=[O:11])[C:9]2=[CH:12][CH:13]=[CH:14][CH:15]=[C:8]2[C:7]1=[O:16].O>CN(C)C=O>[C:10]1(=[O:11])[NH:6][C:7](=[O:16])[C:8]2=[CH:15][CH:14]=[CH:13][CH:12]=[C:9]12. The reactants are FC1=CC=C(C=C1)N1N=C(C=2C(=CC=CC12)C(=O)OC)CN[C@H]1CN2CCC1CC2 ((R)-methyl 1-(4-fluorophenyl)-3-((quinuclidin-3-ylamino)methyl)-1H-indazole-4-carboxylate), O (H2O), O.[OH-].[Li+] (lithium hydroxide monohydrate). The solvent is C1CCOC1 (THF). Reaction conditions: time 8 hour. Product: FC1=CC=C(C=C1)N1N=C(C=2C(=CC=CC12)C(=O)[O-])CN[C@H]1CN2CCC1CC2.[Li+] (lithium (R)-1-(4-fluorophenyl)-3-((quinuclidin-3-ylamino)methyl)-1H-indazole-4-carboxylate). RXN SMILES: [F:1][C:2]1[CH:7]=[CH:6][C:5]([N:8]2[C:16]3[CH:15]=[CH:14][CH:13]=[C:12]([C:17]([O:19]C)=[O:18])[C:11]=3[C:10]([CH2:21][NH:22][C@@H:23]3[CH:28]4[CH2:29][CH2:30][N:25]([CH2:26][CH2:27]4)[CH2:24]3)=[N:9]2)=[CH:4][CH:3]=1.O.O.[OH-].[Li+:34]>C1COCC1>[F:1][C:2]1[CH:7]=[CH:6][C:5]([N:8]2[C:16]3[CH:15]=[CH:14][CH:13]=[C:12]([C:17]([O-:19])=[O:18])[C:11]=3[C:10]([CH2:21][NH:22][C@@H:23]3[CH:28]4[CH2:27][CH2:26][N:25]([CH2:30][CH2:29]4)[CH2:24]3)=[N:9]2)=[CH:4][CH:3]=1.[Li+:34] |f:2.3.4,6.7|. Reported procedure: To a solution of (R)-methyl 1-(4-fluorophenyl)-3-((quinuclidin-3-ylamino)methyl)-1H-indazole-4-carboxylate (492 mg, 1.2 mmol) from Step B above in THF (2.5 mL) and H2O (2.5 ml) was added lithium hydroxide monohydrate (152 mg, 3.6 mmol). The mixture was stirred at room temperature overnight and then concentrated under reduced pressure. The residue was dried overnight under vacuum to afford crude lithium (R)-1-(4-fluorophenyl)-3-((quinuclidin-3-ylamino)methyl)-1H-indazole-4-carboxylate which was u...